From a dataset of the Open Reaction Database (ORD), a public repository of structured organic reaction records. describe an organic reaction: reactants, conditions, products, and yield Starting materials: Cl (HCl), C(C)(C)OC=1C=C(C=CC1OCC=1N=C(OC1C)C1=CC=CC=C1)CCCC1C(NC(O1)=O)=O (5-[3-[3-isopropoxy-4-(5-methyl-2-phenyl-4-oxazolylmethoxy)phenyl]propyl]-2,4-oxazolidinedione). Reagents/catalysts: [Ti](Cl)(Cl)(Cl)Cl (titanium tetrachloride). Solvent: ClCCl (dichloromethane), ClCCl (dichloromethane). Conditions: time 1 hour. The product is OC=1C=C(C=CC1OCC=1N=C(OC1C)C1=CC=CC=C1)CCCC1C(NC(O1)=O)=O (5-[3-[3-hydroxy-4-(5-methyl-2-phenyl-4-oxazolylmethoxy)phenyl]propyl]-2,4-oxazolidinedione). Isolated yield 34.6%. Reaction SMILES: C([O:4][C:5]1[CH:6]=[C:7]([CH2:25][CH2:26][CH2:27][CH:28]2[O:32][C:31](=[O:33])[NH:30][C:29]2=[O:34])[CH:8]=[CH:9][C:10]=1[O:11][CH2:12][C:13]1[N:14]=[C:15]([C:19]2[CH:24]=[CH:23][CH:22]=[CH:21][CH:20]=2)[O:16][C:17]=1[CH3:18])(C)C.Cl>ClCCl.[Ti](Cl)(Cl)(Cl)Cl>[OH:4][C:5]1[CH:6]=[C:7]([CH2:25][CH2:26][CH2:27][CH:28]2[O:32][C:31](=[O:33])[NH:30][C:29]2=[O:34])[CH:8]=[CH:9][C:10]=1[O:11][CH2:12][C:13]1[N:14]=[C:15]([C:19]2[CH:20]=[CH:21][CH:22]=[CH:23][CH:24]=2)[O:16][C:17]=1[CH3:18]. Procedure: A solution of titanium tetrachloride (TiCl4) (1.1 g) in dichloromethane (5 ml) was added dropwise, at 0° C., to a solution of 5-[3-[3-isopropoxy-4-(5-methyl-2-phenyl-4-oxazolylmethoxy)phenyl]propyl]-2,4-oxazolidinedione (0.7 g) in dichloromethane (25 ml). The mixture was stirred for one hour at room temperature. The reaction mixture was poured over 2N HCl, which was stirred for 15 minutes at room temperature. The organic layer was separated, and the aqueous layer was subjected to extraction with... Starting materials: [Mn](=O)(=O)(=O)[O-].[K+] (Potassium permanganate), BrC1=C(C=C(C(=C1)F)OC)C (1-bromo-5-fluoro-4-methoxy-2-methylbenzene), O (water). Run in N1=CC=CC=C1 (pyridine). Run at temperature 60 celsius, time 24 hour. The product is BrC1=C(C(=O)O)C=C(C(=C1)F)OC (2-bromo-4-fluoro-5-methoxybenzoic acid). RXN SMILES: [Mn]([O-])(=O)(=O)=[O:2].[K+].[Br:7][C:8]1[CH:13]=[C:12]([F:14])[C:11]([O:15][CH3:16])=[CH:10][C:9]=1[CH3:17].[OH2:18]>N1C=CC=CC=1>[Br:7][C:8]1[CH:13]=[C:12]([F:14])[C:11]([O:15][CH3:16])=[CH:10][C:9]=1[C:17]([OH:2])=[O:18] |f:0.1|. Procedure details: Potassium permanganate (53 g, 3.4 mol) was added to a solution of 1-bromo-5-fluoro-4-methoxy-2-methylbenzene (37 g, 1.7 mol) in 75 ml of pyridine and 150 ml of water at 60° C. The solution was stirred at 60° C. degrees for 24 hours. The solution was filtered and the solids were washed with a solution of water/methanol (50:50). The filtrate was concentrated to approximately 100 ml, then acidified (pH 1) with concentrated HCl. The solid was collected by filtration and dried under vacuum to afford ...